Dataset: the Open Reaction Database (ORD), a public repository of structured organic reaction records. Task: describe an organic reaction: reactants, conditions, products, and yield Starting materials: ClCCOC1=CC(=C(C=C1)[N+](=O)[O-])C (1 -(2-Chloroethoxy)-3-methyl-4-nitrobenzene), [Br-].OCCC[P+](C1=CC=CC=C1)(C1=CC=CC=C1)C1=CC=CC=C1 (3-hydroxypropyltriphenylphosphonium bromide), C(CCC)[Li] (n-butyllithium), C1CCOC1 (THF). Run in CCCCCC (hexane). Product: COC=1C=C(C=CC1[N+](=O)[O-])C=CCCO (4-(3-Methoxy-4-nitrophenyl)-3-buten-1-ol). Reaction SMILES: ClCCO[C:5]1[CH:10]=[CH:9][C:8]([N+:11]([O-:13])=[O:12])=[C:7](C)[CH:6]=1.[Br-].[OH:16][CH2:17]CC[P+](C1C=CC=CC=1)(C1C=CC=CC=1)C1C=CC=CC=1.C([Li])CCC.[CH2:44]1[CH2:48][O:47][CH2:46][CH2:45]1>CCCCCC>[CH3:17][O:16][C:7]1[CH:6]=[C:5]([CH:46]=[CH:45][CH2:44][CH2:48][OH:47])[CH:10]=[CH:9][C:8]=1[N+:11]([O-:13])=[O:12] |f:1.2|. Procedure: The Wittig reaction in THF (100 ml) between 3-methoxy-4-nitrobenzaldehyde (1) (2 g) and 3-hydroxypropyltriphenylphosphonium bromide (2) (5.3 g) in presence of a solution of n-butyllithium (1.6M) in hexane (16.5 ml) gave the title compound (2.6 g) as an oil. Starting materials: FC(C(=O)N1CCC2=C(C(C1)CC)C=C(C(=C2)OC)Cl)(F)F (N-trifluoroacetyl-8-chloro-1-ethyl-7-methoxy-2,3,4,5-tetrahydro-1H-3-benzazepine), [OH-].[Na+] (NaOH). The solvent is [Cl-].[Na+].O (brine), CO (methanol). Run at time 8 hour. Product: ClC=1C(=CC2=C(C(CNCC2)CC)C1)OC (8-Chloro-1-ethyl-7-methoxy-2,3,4,5-tetrahydro-1H-3-benzazepine). Yield: 80.4%. As a reaction SMILES: FC(F)(F)C([N:5]1[CH2:11][CH:10]([CH2:12][CH3:13])[C:9]2[CH:14]=[C:15]([Cl:20])[C:16]([O:18][CH3:19])=[CH:17][C:8]=2[CH2:7][CH2:6]1)=O.[OH-].[Na+]>CO.[Cl-].[Na+].O>[Cl:20][C:15]1[C:16]([O:18][CH3:19])=[CH:17][C:8]2[CH2:7][CH2:6][NH:5][CH2:11][CH:10]([CH2:12][CH3:13])[C:9]=2[CH:14]=1 |f:1.2,4.5.6|. Procedure: A solution of N-trifluoroacetyl-8-chloro-1-ethyl-7-methoxy-2,3,4,5-tetrahydro-1H-3-benzazepine (0.421 g, 1.25 mmol) in methanol (30 mL) was treated with 15% aqueous NaOH (30 mL), and stirred overnight at 20 C. The product mixture was diluted with brine (100 mL), extracted twice with EtOAc (200 mL), dried with MgSO4, and concentrated to give 0.241 g of a clear oil. 1H NMR (400 MHz, CD3OD) d 7.05 (s, 1 H), 6.79 (s, 1 H), 3.84 (s, 3 H), 3.03 (m, 3 H), 2.91 (s, 1 H), 2.86-2.76 (m, 3 H), 2.64 (m, 1 H... Reactants: ClCC(=O)Cl (chloroacetyl chloride), CN1C(C2=C(NC3=C1C=CC=C3)N=C(N=C2)C2=CC=CC=C2)=O (6-methyl-2-phenyl-5,6-dihydropyrimido[4,5-b][1,5]benzodiazepin-5-one). The solvent is C1(=CC=CC=C1)C (toluene). Product: ClCC(=O)N1C2=C(C(N(C3=C1C=CC=C3)C)=O)C=NC(=N2)C2=CC=CC=C2 (11-Chloroacetyl-6-methyl-2-phenyl-5,6-dihydropyrimido[4,5-b][1,5]benzodiazepin-5-one). As a reaction SMILES: [Cl:1][CH2:2][C:3](Cl)=[O:4].[CH3:6][N:7]1[C:13]2[CH:14]=[CH:15][CH:16]=[CH:17][C:12]=2[NH:11][C:10]2[N:18]=[C:19]([C:22]3[CH:27]=[CH:26][CH:25]=[CH:24][CH:23]=3)[N:20]=[CH:21][C:9]=2[C:8]1=[O:28]>C1(C)C=CC=CC=1>[Cl:1][CH2:2][C:3]([N:11]1[C:12]2[CH:17]=[CH:16][CH:15]=[CH:14][C:13]=2[N:7]([CH3:6])[C:8](=[O:28])[C:9]2[CH:21]=[N:20][C:19]([C:22]3[CH:27]=[CH:26][CH:25]=[CH:24][CH:23]=3)=[N:18][C:10]1=2)=[O:4]. Procedure details: 1.6 ml (20 mmols) of chloroacetyl chloride are added dropwise at room temperature to a suspension of 3 g (10 mmols) of 6-methyl-2-phenyl-5,6-dihydropyrimido[4,5-b][1,5]benzodiazepin-5-one in 30 ml of absolute toluene, and the mixture is then heated under reflux for 3 hours. After cooling, the precipitate which has been deposited is filtered off, and the filtrate is evaporated. The residue is stirred thoroughly with diethyl ether; yield: 3.3 g (86%) with m.p. 189° to 190° C. (from 2-butanone). Reaction SMILES: [C:1]([O:2][C:3](=[O:4])[N:8]1[CH2:9][CH2:10][CH:11]([CH:14]=[CH:15][C:16](=[O:17])[N:18]2[CH2:19][CH:20]([C:24](=[O:25])[NH:26][CH:27]([CH2:28][C:29](=[O:30])[OH:31])[C:32]#[CH:33])[CH2:21][CH2:22][CH2:23]2)[CH2:12][CH2:13]1)([CH3:5])([CH3:6])[CH3:7].[CH3:35][CH2:36][O:37][C:38](=[O:39])[CH3:40].[ClH:34]>>[NH:8]1[CH2:9][CH2:10][CH:11]([CH:14]=[CH:15][C:16](=[O:17])[N:18]2[CH2:19][CH:20]([C:24](=[O:25])[NH:26][CH:27]([CH2:28][C:29](=[O:30])[OH:31])[C:32]#[CH:33])[CH2:21][CH2:22][CH2:23]2)[CH2:12][CH2:13]1. The reactants are C#CC(CC(=O)O)NC(=O)C1CCCN(C(=O)C=CC2CCN(C(=O)OC(C)(C)C)CC2)C1, CCOC(C)=O, Cl. Product: C#CC(CC(=O)O)NC(=O)C1CCCN(C(=O)C=CC2CCNCC2)C1. Isolated yield 62.8%. The reactants are ClCC(C(C(=O)OCC)=NOCCC)=O (Ethyl 4-chloro-3-oxo-2-propoxyiminobutyrate), NC(=S)N (thiourea), O.C(C)(=O)[O-].[Na+] (sodium acetate hydrate), C([O-])([O-])=O.[K+].[K+] (potassium carbonate). Run in O (water), C(C)O (ethanol). Reaction conditions: temperature 40 celsius. Yields the product NC=1SC=C(N1)C(C(=O)OCC)=NOCCC (ethyl 2-(2-amino-4-thiazolyl)-2-propoxyiminoacetate). As a reaction SMILES: Cl[CH2:2][C:3](=O)[C:4](=[N:10][O:11][CH2:12][CH2:13][CH3:14])[C:5]([O:7][CH2:8][CH3:9])=[O:6].[NH2:16][C:17]([NH2:19])=[S:18].O.C([O-])(=O)C.[Na+].C(=O)([O-])[O-].[K+].[K+]>O.C(O)C>[NH2:19][C:17]1[S:18][CH:2]=[C:3]([C:4](=[N:10][O:11][CH2:12][CH2:13][CH3:14])[C:5]([O:7][CH2:8][CH3:9])=[O:6])[N:16]=1 |f:2.3.4,5.6.7|. Procedure details: Ethyl 4-chloro-3-oxo-2-propoxyiminobutyrate (syn isomer, 15.4 g.), thiourea (4.97 g.) and sodium acetate hydrate (8.89 g.) were dissolved in a mixture of water (40 ml.) and ethanol (50 ml.), and stirred at 40° C. for an hour. The reaction mixture was adjusted to pH 6.5 with a saturated aqueous solution of potassium carbonate under cooling and stirred at the same temperature for half an hour. The precipitating crystals were collected by filtration, washed with water and diisopropyl ether, and the... The reactants are C(C)(C)(C)C=1C=C(CCl)C=C(C1O)C(C)(C)C (3,5-di-tert.butyl-4-hydroxybenzyl chloride), N1=CC=CC=C1 (pyridine). Solvent: CC(=O)C (acetone). Yields the product [Cl-].C(C)(C)(C)C=1C=C(C[N+]2=CC=CC=C2)C=C(C1O)C(C)(C)C (3,5-di-tert.butyl-4-hydroxybenzyl-pyridinium chloride). As a reaction SMILES: [C:1]([C:5]1[CH:6]=[C:7]([CH:10]=[C:11]([C:14]([CH3:17])([CH3:16])[CH3:15])[C:12]=1[OH:13])[CH2:8][Cl:9])([CH3:4])([CH3:3])[CH3:2].[N:18]1[CH:23]=[CH:22][CH:21]=[CH:20][CH:19]=1>CC(C)=O>[Cl-:9].[C:1]([C:5]1[CH:6]=[C:7]([CH:10]=[C:11]([C:14]([CH3:17])([CH3:16])[CH3:15])[C:12]=1[OH:13])[CH2:8][N+:18]1[CH:23]=[CH:22][CH:21]=[CH:20][CH:19]=1)([CH3:4])([CH3:3])[CH3:2] |f:3.4|. Procedure: 1271/2 Grams of 3,5-di-tert.butyl-4-hydroxybenzyl chloride was added dropwise, in 40 minutes, to a solution of 44.0 grams of pyridine in 500 milliliters of acetone. The mixture was stirred briefly and was then filtered, yielding 159 grams of 3,5-di-tert.butyl-4-hydroxybenzyl-pyridinium chloride, with a melting point of 239°-240° C. (with decomposition). This represents 95 percent of theory. RXN SMILES: [C:1]([CH:5]1[N:12]([C:13]2[CH:18]=[CH:17][CH:16]=[CH:15][CH:14]=2)[CH2:11][CH:10]2[N:6]1[CH2:7][CH2:8][CH2:9]2)(OC)=[O:2].[Cl-].[Mg+2].[Cl-].[CH3:22][Mg]Br.[Cl-].[NH4+]>C1COCC1.CCOCC>[C:1]([CH:5]1[N:12]([C:13]2[CH:18]=[CH:17][CH:16]=[CH:15][CH:14]=2)[CH2:11][CH:10]2[N:6]1[CH2:7][CH2:8][CH2:9]2)(=[O:2])[CH3:22] |f:1.2.3,5.6|. Reported procedure: In 7 ml of THF, was dissolved 295 mg of 2-carbomethoxy-3-phenyl-1,3-diazabicyclo[3,3,0]octane. After addition of 138 mg of anhydrous magnesium chloride, the mixture was refluxed for 10 minutes. To the mixture cooled to -70° C., was added dropwise an ether solution of 1.36 equivalents of methylmagnesium bromide. After having been stirred for 15 minutes at -70° C., the reaction mixture was admixed with saturated aqueous ammonium chloride solution and ether and brought to room temperature. The mixt... The solvent is CCOCC (ether), C1CCOC1 (THF), CCOCC (ether). Conditions: temperature -70 celsius, time 15 minute. Yield: 72.0%. The product is C(C)(=O)C1N2CCCC2CN1C1=CC=CC=C1 (2-acetyl-3-phenyl-1,3-diazabicyclo[3,3,0]octane). Reactants: C[Mg]Br (methylmagnesium bromide), [Cl-].[NH4+] (ammonium chloride), [Cl-].[Mg+2].[Cl-] (magnesium chloride), C(=O)(OC)C1N2CCCC2CN1C1=CC=CC=C1 (2-carbomethoxy-3-phenyl-1,3-diazabicyclo[3,3,0]octane). Reactants: C(C1=CC=CC=C1)OC(=O)N[C@H]([C@@H](CN1CSC[C@H]1C(=O)NC(C)(C)C)O)CC1=CC=CC=C1 (3-[3(S)-(benzyloxyformamido)-2(R)-hydroxy-4-phenylbutyl]-N-tert.butyl-4(R)-thiazolidinecarboxamide), Br (hydrogen bromide). Run in C(C)(=O)O (acetic acid), C(C)OCC (diethyl ether). Run at time 1 hour. The product is Br.Br.N[C@H]([C@@H](CN1CSC[C@H]1C(=O)NC(C)(C)C)O)CC1=CC=CC=C1 (3-[3(S)-amino-2(R)-hydroxy-4-phenylbutyl]-N-tert.butyl-4(R)-thiazolidinecarboxamide dihydrobromide). RXN SMILES: C(OC([NH:11][C@@H:12]([CH2:28][C:29]1[CH:34]=[CH:33][CH:32]=[CH:31][CH:30]=1)[C@H:13]([OH:27])[CH2:14][N:15]1[C@H:19]([C:20]([NH:22][C:23]([CH3:26])([CH3:25])[CH3:24])=[O:21])[CH2:18][S:17][CH2:16]1)=O)C1C=CC=CC=1.[BrH:35]>C(O)(=O)C.C(OCC)C>[BrH:35].[BrH:35].[NH2:11][C@@H:12]([CH2:28][C:29]1[CH:30]=[CH:31][CH:32]=[CH:33][CH:34]=1)[C@H:13]([OH:27])[CH2:14][N:15]1[C@H:19]([C:20]([NH:22][C:23]([CH3:26])([CH3:24])[CH3:25])=[O:21])[CH2:18][S:17][CH2:16]1 |f:4.5.6|. Reported procedure: A mixture of 2 g of 3-[3(S)-(benzyloxyformamido)-2(R)-hydroxy-4-phenylbutyl]-N-tert.butyl-4(R)-thiazolidinecarboxamide and 4.1 ml of 32% (w/w) hydrogen bromide in glacial acetic acid was stirred at room temperature for 1 hour. The resulting solution was diluted with anhydrous diethyl ether and the precipitated, product was rapidly filtered off and washed with fresh diethyl ether. There were obtained 2.01 g of 3-[3(S)-amino-2(R)-hydroxy-4-phenylbutyl]-N-tert.butyl-4(R)-thiazolidinecarboxamide dih... The reactants are BrC=1C(=CC2=C(C=3N(CCO2)C=C(N3)C(=O)N)C1)F (10-bromo-9-fluoro-5,6-dihydrobenzo[f]imidazo[1,2-d][1,4]oxazepine-2-carboxamide), OC(C(=O)OC)(C#C)C (methyl 2-hydroxy-2-methylbut-3-ynoate). The product is C(N)(=O)C=1N=C2N(CCOC3=C2C=C(C(=C3)F)C#CC(C(=O)OC)(C)O)C1 ((±)-methyl 4-(2-carbamoyl-9-fluoro-5,6-dihydrobenzo[f]imidazo[1,2-d][1,4]oxazepin-10-yl)-2-hydroxy-2-methylbut-3-ynoate). RXN SMILES: Br[C:2]1[C:3]([F:19])=[CH:4][C:5]2[O:11][CH2:10][CH2:9][N:8]3[CH:12]=[C:13]([C:15]([NH2:17])=[O:16])[N:14]=[C:7]3[C:6]=2[CH:18]=1.[OH:20][C:21]([CH3:28])([C:26]#[CH:27])[C:22]([O:24][CH3:25])=[O:23]>>[C:15]([C:13]1[N:14]=[C:7]2[C:6]3[CH:18]=[C:2]([C:27]#[C:26][C:21]([OH:20])([CH3:28])[C:22]([O:24][CH3:25])=[O:23])[C:3]([F:19])=[CH:4][C:5]=3[O:11][CH2:10][CH2:9][N:8]2[CH:12]=1)(=[O:16])[NH2:17]. Procedure details: Similar to as described in General Procedure G, 10-bromo-9-fluoro-5,6-dihydrobenzo[f]imidazo[1,2-d][1,4]oxazepine-2-carboxamide was reacted with methyl 2-hydroxy-2-methylbut-3-ynoate to give the titled compound as a brown oil. M+1=374 Reactants: NC=1SC=C(N1)C(C(=O)OCC)=O (ethyl 2-aminothiazol-4-ylglyoxylate), N (ammonia), S1C(=S)N(C(=O)C1)CC(=O)O (rhodanine-3-acetic acid), [Cl-].[NH4+] (ammonium chloride). Solvent: C(C)O (ethanol). Conditions: time 15 minute. The product is O.NC=1SC=C(N1)C(C(=O)OCC)=C1C(N(C(S1)=S)CC(=O)O)=O (5-[1-(2-Aminothiazol-4-yl)-1-ethoxycarbonylmethylene]rhodanine-3-acetic acid monohydrate). RXN SMILES: [NH2:1][C:2]1[S:3][CH:4]=[C:5]([C:7](=O)[C:8]([O:10][CH2:11][CH3:12])=[O:9])[N:6]=1.[S:14]1[CH2:20][C:18](=[O:19])[N:17]([CH2:21][C:22]([OH:24])=[O:23])[C:15]1=[S:16].[Cl-].[NH4+].N>C(O)C>[OH2:9].[NH2:1][C:2]1[S:3][CH:4]=[C:5]([C:7](=[C:20]2[S:14][C:15](=[S:16])[N:17]([CH2:21][C:22]([OH:24])=[O:23])[C:18]2=[O:19])[C:8]([O:10][CH2:11][CH3:12])=[O:9])[N:6]=1 |f:2.3,6.7|. Procedure details: The desired compound was prepared by reacting at room temperature, for 15 minutes, 20 g of ethyl 2-aminothiazol-4-ylglyoxylate, 22.9 g of rhodanine-3-acetic acid, 11 g of ammonium chloride, 15 ml of 28% v/v aqueous ammonia and 200 ml of ethanol, following a procedure similar to that described in Example 1. The resulting orange product had the following physical properties.